From a dataset of the Open Reaction Database (ORD), a public repository of structured organic reaction records. describe an organic reaction: reactants, conditions, products, and yield Starting materials: ClC=1C=C(C=CC1OCC1CC1)C1=NC(=NO1)C1=C2C=CN=C(C2=CC=C1)CCC(=O)OC(C)(C)C (1,1-Dimethylethyl 3-[5-(5-{3-chloro-4-[(cyclopropylmethyl)oxy]phenyl}-1,2,4-oxadiazol-3-yl)-1-isoquinolinyl]propanoate). The solvent is Cl (HCl), O1CCOCC1 (1,4-dioxane). Conditions: time 2 hour. Yields the product ClC=1C=C(C=CC1OCC1CC1)C1=NC(=NO1)C1=C2C=CN=C(C2=CC=C1)CCC(=O)O (3-[5-(5-{3-chloro-4-[(cyclopropylmethyl)oxy]phenyl}-1,2,4-oxadiazol-3-yl)-1-isoquinolinyl]propanoic acid). Isolated yield 77.5%. RXN SMILES: [Cl:1][C:2]1[CH:3]=[C:4]([C:13]2[O:17][N:16]=[C:15]([C:18]3[CH:27]=[CH:26][CH:25]=[C:24]4[C:19]=3[CH:20]=[CH:21][N:22]=[C:23]4[CH2:28][CH2:29][C:30]([O:32]C(C)(C)C)=[O:31])[N:14]=2)[CH:5]=[CH:6][C:7]=1[O:8][CH2:9][CH:10]1[CH2:12][CH2:11]1>Cl.O1CCOCC1>[Cl:1][C:2]1[CH:3]=[C:4]([C:13]2[O:17][N:16]=[C:15]([C:18]3[CH:27]=[CH:26][CH:25]=[C:24]4[C:19]=3[CH:20]=[CH:21][N:22]=[C:23]4[CH2:28][CH2:29][C:30]([OH:32])=[O:31])[N:14]=2)[CH:5]=[CH:6][C:7]=1[O:8][CH2:9][CH:10]1[CH2:11][CH2:12]1. Procedure details: A solution of 1,1-dimethylethyl 3-[5-(5-{3-chloro-4-[(cyclopropylmethyl)oxy]phenyl}-1,2,4-oxadiazol-3-yl)-1-isoquinolinyl]propanoate (D45; 22 mg, 0.043 mmol) in 4N HCl in 1,4-dioxane (4 ml) was allowed to stand at room temperature for 2 h. The solvent was evaporated to give a white solid, which was triturated with dry ether to give a white solid (15 mg). The sample was dissolved in NMP (0.5 ml) and purified by Mass Directed Preparative HPLC (Supelcosil ABZ+Plus column, eluting with solvents A/B ... Reactants: CC1=NC(=NO1)C1=C(N=C(S1)N)C1=CC=CC=C1 (5-(5-methyl-[1,2,4]oxadiazol-3-yl)-4-phenyl-thiazol-2-ylamine), CC(C(=O)Cl)(C)C (2,2-dimethyl-propionyl chloride). Product: CC(C(=O)NC=1SC(=C(N1)C1=CC=CC=C1)C1=NOC(=N1)C)(C)C (2,2-Dimethyl-N-[5-(5-methyl-[1,2,4]oxadiazol-3-yl)-4-phenyl-thiazol-2-yl]-propionamide). As a reaction SMILES: [CH3:1][C:2]1[O:6][N:5]=[C:4]([C:7]2[S:11][C:10]([NH2:12])=[N:9][C:8]=2[C:13]2[CH:18]=[CH:17][CH:16]=[CH:15][CH:14]=2)[N:3]=1.[CH3:19][C:20]([CH3:25])([CH3:24])[C:21](Cl)=[O:22]>>[CH3:19][C:20]([CH3:25])([CH3:24])[C:21]([NH:12][C:10]1[S:11][C:7]([C:4]2[N:3]=[C:2]([CH3:1])[O:6][N:5]=2)=[C:8]([C:13]2[CH:14]=[CH:15][CH:16]=[CH:17][CH:18]=2)[N:9]=1)=[O:22]. Procedure details: Prepared from 5-(5-methyl-[1,2,4]oxadiazol-3-yl)-4-phenyl-thiazol-2-ylamine and 2,2-dimethyl-propionyl chloride.